Dataset: the Open Reaction Database (ORD), a public repository of structured organic reaction records. Task: describe an organic reaction: reactants, conditions, products, and yield Reactants: C(C)N(C(=O)Cl)CC (Diethylcarbamyl chloride), S(=O)(=O)(C1=CC=C(C)C=C1)N1[C@](CO)(CCC1)O (N-Tosylhydroxy-L-prolinol), CC(=NNC(=O)C1=CC(=NC(=C1)Cl)Cl)C (p 1059), S(=O)(=O)(C1=CC=C(C)C=C1)N1C2CN(C(C1)C2)CC2=CC=CC=C2 (2-tosyl-5-benzyl-2,5-diazabicyclo[2.2.1]heptane), I.I.C(C1=CC=CC=C1)N1C2CNC(C1)C2 (N-benzyl-2,5-diazabicyclo[2.2.1]heptane dihydriodide), I.I.C(C1=CC=CC=C1)N1C2CNC(C1)C2 (2-benzyl-2,5-diazabicyclo[2.2.1]heptane dihydroiodide), [OH-].[Na+] (sodium hydroxide). The solvent is C(Cl)(Cl)Cl (chloroform), O (water), C(Cl)(Cl)Cl (chloroform). Reaction conditions: temperature 0 celsius, time 1 hour. Yields the product Cl.C(C1=CC=CC=C1)N1C2CN(C(C1)C2)C(N(CC)CC)=O (2-benzyl-5-(N,N-diethyl-carbamyl)2,5-diazabicyclo[2.2.1]heptane hydrochloride). Isolated yield 80.0%. RXN SMILES: S(N1CCC[C@@]1(O)CO)(C1C=CC(C)=CC=1)(=O)=O.S([N:29]1[CH2:34][CH:33]2[CH2:35][CH:30]1[CH2:31][N:32]2[CH2:36][C:37]1[CH:42]=[CH:41][CH:40]=[CH:39][CH:38]=1)(C1C=CC(C)=CC=1)(=O)=O.I.I.C(N1CC2CC1CN2)C1C=CC=CC=1.CC(C)=NNC(C1C=C([Cl:71])N=C(Cl)C=1)=O.[OH-].[Na+].[CH2:76]([N:78]([CH2:82][CH3:83])[C:79](Cl)=[O:80])[CH3:77]>C(Cl)(Cl)Cl.O>[ClH:71].[CH2:36]([N:32]1[CH2:31][CH:30]2[CH2:35][CH:33]1[CH2:34][N:29]2[C:79](=[O:80])[N:78]([CH2:82][CH3:83])[CH2:76][CH3:77])[C:37]1[CH:38]=[CH:39][CH:40]=[CH:41][CH:42]=1 |f:2.3.4,6.7,11.12|. Procedure: N-Tosylhydroxy-L-prolinol was converted to 2-tosyl-5-benzyl-2,5-diazabicyclo[2.2.1]heptane which in turn was cyclized to N-benzyl-2,5-diazabicyclo[2.2.1]heptane dihydriodide all according to the procedures reported by P. S. Portoghese and A. A. Mikhail in J. Org. Chem., 31, p 1059, 1966. A two-phase mixture of 6.0 g (0.0135 mole) 2-benzyl-2,5-diazabicyclo[2.2.1]heptane dihydroiodide, 27 ml 20% aqueous sodium hydroxide, and 50 ml chloroform was stirred 1 hour at 0° C. Diethylcarbamyl chloride (2....